Dataset: the Open Reaction Database (ORD), a public repository of structured organic reaction records. Task: describe an organic reaction: reactants, conditions, products, and yield Reactants: O=C1CCC(N2C(=O)c3cccc(OCc4ccc(CBr)cc4)c3C2=O)C(=O)N1, CCN(C(C)C)C(C)C, ClCCl, Fc1ccc(C2CCNCC2)c(F)c1, O. Yields the product O=C1CCC(N2C(=O)c3cccc(OCc4ccc(CN5CCC(c6ccc(F)cc6F)CC5)cc4)c3C2=O)C(=O)N1. As a reaction SMILES: [Br:1][CH2:2][c:3]1[cH:4][cH:5][c:6]([CH2:7][O:8][c:9]2[c:10]3[c:14]([cH:15][cH:16][cH:17]2)[C:13](=[O:18])[N:12]([CH:19]2[C:20](=[O:26])[NH:21][C:22](=[O:25])[CH2:23][CH2:24]2)[C:11]3=[O:27])[cH:28][cH:29]1.[CH2:44]([N:45]([CH:46]([CH3:47])[CH3:48])[CH:49]([CH3:50])[CH3:51])[CH3:52].[Cl:53][CH2:54][Cl:55].[F:30][c:31]1[c:32]([CH:38]2[CH2:39][CH2:40][NH:41][CH2:42][CH2:43]2)[cH:33][cH:34][c:35]([F:37])[cH:36]1.[OH2:56]>>[CH2:2]([c:3]1[cH:4][cH:5][c:6]([CH2:7][O:8][c:9]2[c:10]3[c:14]([cH:15][cH:16][cH:17]2)[C:13](=[O:18])[N:12]([CH:19]2[C:20](=[O:26])[NH:21][C:22](=[O:25])[CH2:23][CH2:24]2)[C:11]3=[O:27])[cH:28][cH:29]1)[N:41]1[CH2:40][CH2:39][CH:38]([c:32]2[c:31]([F:30])[cH:36][c:35]([F:37])[cH:34][cH:33]2)[CH2:43][CH2:42]1. The reactants are CC(C)([O-])C.[K+] (potassium t-butoxide), [Cl-].[NH4+] (ammonium chloride), ClC1=C(CC#N)C(=CC=C1)F (2-chloro-6-fluorobenzylcyanide), ClC1=NC=NC(=C1)OCC#CC (4-chloro-6-(2-butynyloxy)pyrimidine). The solvent is O1CCCC1 (tetrahydrofuran). Reaction conditions: time 8 hour. Yields the product C(#N)C(C1=C(C=CC=C1F)Cl)C1=NC=NC(=C1)OCC#CC (4-(α-cyano-2-chloro-6-fluorobenzyl)-6-(2-butynyloxy)pyrimidine). Yield: 28.9%. Reaction SMILES: CC(C)([O-])C.[K+].[Cl:7][C:8]1[CH:16]=[CH:15][CH:14]=[C:13]([F:17])[C:9]=1[CH2:10][C:11]#[N:12].Cl[C:19]1[CH:24]=[C:23]([O:25][CH2:26][C:27]#[C:28][CH3:29])[N:22]=[CH:21][N:20]=1.[Cl-].[NH4+]>O1CCCC1>[C:11]([CH:10]([C:19]1[CH:24]=[C:23]([O:25][CH2:26][C:27]#[C:28][CH3:29])[N:22]=[CH:21][N:20]=1)[C:9]1[C:13]([F:17])=[CH:14][CH:15]=[CH:16][C:8]=1[Cl:7])#[N:12] |f:0.1,4.5|. Reported procedure: In 5 ml of tetrahydrofuran was suspended 0.46 g of potassium t-butoxide, to which 0.56 g of 2-chloro-6-fluorobenzylcyanide of formula and 0.5 g of 4-chloro-6-(2-butynyloxy)pyrimidine were added, followed by stirring at room temperature 8 hours. The reaction mixture was then poured into a saturated aqueous ammonium chloride solution and extracted three times with chloroform. The chloroform layers were combined and washed with a saturated aqueous sodium chloride solution. The organic layer was dri... Starting materials: C(C)(C)(C)OC(=O)N(C)CC1=NC2=C(N1)C=C(C=C2C(=O)O)NC(=O)C2=C(C=CC=C2)C(F)(F)F (2-{[(tert-butoxycarbonyl)(methyl)amino]methyl}-6-({[2-(trifluoromethyl)phenyl]carbonyl}amino)-1H-benzimidazole-4-carboxylic acid), C(=O)(C(F)(F)F)O (TFA), C(Cl)Cl (methylene chloride). Reaction conditions: time 0.5 hour. Product: ClC=1C(=C(C=CC1)NC(=O)C1=CC(=CC=2NC(=NC21)CNC)NC(=O)C2=C(C=CC=C2)C(F)(F)F)C (N-(3-chloro-2-methylphenyl)-2-[(methylamino)methyl]-6-({[2-(trifluoromethyl)phenyl]carbonyl}amino)-1H-benzimidazole-4-carboxamide). RXN SMILES: C(OC([N:8]([CH2:10][C:11]1[NH:15][C:14]2[CH:16]=[C:17]([NH:23][C:24]([C:26]3[CH:31]=[CH:30][CH:29]=[CH:28][C:27]=3[C:32]([F:35])([F:34])[F:33])=[O:25])[CH:18]=[C:19]([C:20]([OH:22])=O)[C:13]=2[N:12]=1)[CH3:9])=O)(C)(C)C.[C:36](O)([C:38](F)(F)F)=O.[CH2:43]([Cl:45])Cl>>[Cl:45][C:43]1[C:36]([CH3:38])=[C:13]([NH:12][C:20]([C:19]2[C:13]3[N:12]=[C:11]([CH2:10][NH:8][CH3:9])[NH:15][C:14]=3[CH:16]=[C:17]([NH:23][C:24]([C:26]3[CH:31]=[CH:30][CH:29]=[CH:28][C:27]=3[C:32]([F:34])([F:33])[F:35])=[O:25])[CH:18]=2)=[O:22])[CH:14]=[CH:16][CH:17]=1. Procedure: 2-{[(tert-Butoxycarbonyl)(methyl)amino]methyl}-N-(3-chloro-2-methylphenyl)-6-({[2-(trifluoromethyl)phenyl]carbon yl}amino)-1H-benzimidazole-4-carboxamide (9 mg) was obtained according to the procedure as described in Step 7 of Example 11, using 2-{[(tert-butoxycarbonyl)(methyl)amino]methyl}-6-({[2-(trifluoromethyl)phenyl]carbonyl}amino)-1H-benzimidazole-4-carboxylic acid instead of 2-(methoxymethyl)-6-({[2-(trifluoromethyl)phenyl]carbonyl}amino)-1H-benzimidazole-4-carboxylic acid. This was disso... Reactants: C, CCOC(C)=O, CC(C)ON=C(c1cccc(OCc2ccccc2)c1)n1cncn1, [Pd]. Product: CC(C)ON=C(c1cccc(O)c1)n1cncn1. As a reaction SMILES: [C:26].[CH3:28][CH2:29][O:30][C:31](=[O:32])[CH3:33].[CH:1]([CH3:2])([CH3:3])[O:4][N:5]=[C:6]([c:7]1[cH:8][c:9]([O:13][CH2:14][c:15]2[cH:16][cH:17][cH:18][cH:19][cH:20]2)[cH:10][cH:11][cH:12]1)[n:21]1[n:22][cH:23][n:24][cH:25]1.[Pd:27]>>[CH:1]([CH3:2])([CH3:3])[O:4][N:5]=[C:6]([c:7]1[cH:8][c:9]([OH:13])[cH:10][cH:11][cH:12]1)[n:21]1[n:22][cH:23][n:24][cH:25]1. Starting materials: C(c1ccccc1F)Oc1ccc(cc1C=O)[Br], CC1=CN=C(C=C1)N, [C-]#[N+]C1CCCCC1. The reagents and catalysts are O=C(O)C(F)(F)F (trifluoroacetic acid). Run in CC(C)O (isopropyl alcohol), CC(C)O (isopropylalcohol). Conditions: temperature 22 celsius, time 20 hour. The product is Cc1ccc2nc(c3cc(ccc3OCc3ccccc3F)[Br])c(NC3CCCCC3)n2c1. Isolated yield 43.2%. RXN SMILES: CC1=CC=C(N)N=C1.[C-]#[N+]C1CCCCC1.FC1=C(COC2=C(C=O)C=C(Br)C=C2)C=CC=C1>>CC1=CN2C(C=C1)=NC(=C2NC1CCCCC1)C1=CC(Br)=CC=C1OCC1=C(F)C=CC=C1. Reactants: C(C1=CC=CC=C1)(=O)Cl (benzoyl chloride), C(Cl)Cl (methylene chloride), NC1=C(C(=O)OC)C=CC(=C1)Br (methyl 2-amino-4-bromobenzoate). Solvent: C(C)N(CC)CC (triethylamine). Run at time 1 hour. Product: C(C1=CC=CC=C1)(=O)NC1=C(C(=O)OC)C=CC(=C1)Br (methyl 2-(benzamido)-4-bromobenzoate). Reaction SMILES: [C:1](Cl)(=[O:8])[C:2]1[CH:7]=[CH:6][CH:5]=[CH:4][CH:3]=1.C(Cl)Cl.[NH2:13][C:14]1[CH:23]=[C:22]([Br:24])[CH:21]=[CH:20][C:15]=1[C:16]([O:18][CH3:19])=[O:17]>C(N(CC)CC)C>[C:1]([NH:13][C:14]1[CH:23]=[C:22]([Br:24])[CH:21]=[CH:20][C:15]=1[C:16]([O:18][CH3:19])=[O:17])(=[O:8])[C:2]1[CH:7]=[CH:6][CH:5]=[CH:4][CH:3]=1. Procedure details: 0.55 mL of benzoyl chloride was added to 10 mL of a methylene chloride solution containing 1.0 g of methyl 2-amino-4-bromobenzoate and 0.73 mL of triethylamine while ice-cooled and stirred at room temperature for 1 hour. The solvent was evaporated under reduced pressure and a saturated sodium hydrogen carbonate aqueous solution and ethyl acetate were added to the residue. The organic layer was separated and dried over anhydrous magnesium sulfate after washed with 1.0 mol/L hydrochloric acid and ... Reactants: [BH4-], CO, CCCC=O, ClC(Cl)Cl, [Mg+2], CCN(CC)C(=O)C(C)(C)c1ccc2[nH]c(-c3cc(C)cc(C)c3)c(C(C)CN)c2c1, [Na+], O=S(=O)([O-])[O-]. Yields the product CCCCNCC(C)c1c(-c2cc(C)cc(C)c2)[nH]c2ccc(C(C)(C)C(=O)N(CC)CC)cc12. As a reaction SMILES: [BH4-:43].[CH3:49][OH:50].[CH:38]([CH2:39][CH2:40][CH3:41])=[O:42].[CH:45]([Cl:46])([Cl:47])[Cl:48].[Mg+2:32].[NH2:1][CH2:2][CH:3]([CH3:4])[c:5]1[c:6](-[c:24]2[cH:25][c:26]([CH3:31])[cH:27][c:28]([CH3:30])[cH:29]2)[nH:7][c:8]2[cH:9][cH:10][c:11]([C:14]([C:15](=[O:16])[N:17]([CH2:18][CH3:19])[CH2:20][CH3:21])([CH3:22])[CH3:23])[cH:12][c:13]12.[Na+:44].[O-:33][S:34](=[O:35])(=[O:36])[O-:37]>>[NH:1]([CH2:2][CH:3]([CH3:4])[c:5]1[c:6](-[c:24]2[cH:25][c:26]([CH3:31])[cH:27][c:28]([CH3:30])[cH:29]2)[nH:7][c:8]2[cH:9][cH:10][c:11]([C:14]([C:15](=[O:16])[N:17]([CH2:18][CH3:19])[CH2:20][CH3:21])([CH3:22])[CH3:23])[cH:12][c:13]12)[CH2:38][CH2:39][CH2:40][CH3:41]. Reactants: [H-].[Na+] (sodium hydride), C(C1=CC=CC=C1)Cl (Benzyl chloride), OC1=CC2=CC=C(C=C2C=C1)O (2,6-dihydroxynaphthalene). The solvent is C1(=CC=CC=C1)C (toluene), CN(C=O)C (dimethyl formamide). The product is C(C1=CC=CC=C1)OC1=CC2=CC=C(C=C2C=C1)O (2-benzyloxy-6-hydroxynaphthalene). RXN SMILES: [H-].[Na+].[OH:3][C:4]1[CH:13]=[CH:12][C:11]2[C:6](=[CH:7][CH:8]=[C:9]([OH:14])[CH:10]=2)[CH:5]=1.[CH2:15](Cl)[C:16]1[CH:21]=[CH:20][CH:19]=[CH:18][CH:17]=1>C1(C)C=CC=CC=1.CN(C)C=O>[CH2:15]([O:3][C:4]1[CH:13]=[CH:12][C:11]2[C:6](=[CH:7][CH:8]=[C:9]([OH:14])[CH:10]=2)[CH:5]=1)[C:16]1[CH:21]=[CH:20][CH:19]=[CH:18][CH:17]=1 |f:0.1|. Reported procedure: To a suspension of sodium hydride (12 g, 0.3 mol, 60% in mineral oil) in 600 ml toluene and 400 ml dimethyl formamide was added 2,6-dihydroxynaphthalene (80 g, 0.5 mol) and the mixture was heated to reflux over a thirty minute period. Benzyl chloride (65 ml, 71.5 g, 0.56 mol) was added dropwise and the mixture was refluxed for 10 hours. After cooling to room temperature, the mixture was washed 6 times with water to remove the dimethyl formamide. The resulting toluene solution was washed twice wi... The reactants are BrC1=CC2=C(C(C=3NC4=CC(=CC=C4C3C2=O)C#N)(C)C)C=C1N1CCN(CC1)C1CCC1 (9-bromo-8-(4-cyclobutyl-piperazin-1-yl)-6,6-dimethyl-11-oxo-6,11-dihydro-5H-benzo[b]carbazole-3-carbonitrile), C(#C)[Si](C(C)C)(C(C)C)C(C)C (ethynyltriisopropylsilane), C1(CCCCC1)P(C1=C(C=CC=C1)C1=C(C=C(C=C1C(C)C)C(C)C)C(C)C)C1CCCCC1 (2-dicyclohexylphosphino-2′,4′,6′-triisopropylbiphenyl), Pd(CH3CN)2Cl2, C([O-])([O-])=O.[Cs+].[Cs+] (cesium carbonate). Run in CC#N (MeCN). Product: C1(CCC1)N1CCN(CC1)C=1C(=CC2=C(C(C=3NC4=CC(=CC=C4C3C2=O)C#N)(C)C)C1)C#C[Si](C(C)C)(C(C)C)C(C)C (8-(4-cyclobutyl-piperazin-1-yl)-6,6-dimethyl-11-oxo-9-[(triisopropylsilanyl)-ethynyl]-6,11-dihydro-5H-benzo[b]carbazole-3-carbonitrile). Isolated yield 74.5%. RXN SMILES: Br[C:2]1[C:23]([N:24]2[CH2:29][CH2:28][N:27]([CH:30]3[CH2:33][CH2:32][CH2:31]3)[CH2:26][CH2:25]2)=[CH:22][C:5]2[C:6]([CH3:21])([CH3:20])[C:7]3[NH:8][C:9]4[C:14]([C:15]=3[C:16](=[O:17])[C:4]=2[CH:3]=1)=[CH:13][CH:12]=[C:11]([C:18]#[N:19])[CH:10]=4.[C:34]([Si:36]([CH:43]([CH3:45])[CH3:44])([CH:40]([CH3:42])[CH3:41])[CH:37]([CH3:39])[CH3:38])#[CH:35].C1(P(C2CCCCC2)C2C=CC=CC=2C2C(C(C)C)=CC(C(C)C)=CC=2C(C)C)CCCCC1.C(=O)([O-])[O-].[Cs+].[Cs+]>CC#N>[CH:30]1([N:27]2[CH2:26][CH2:25][N:24]([C:23]3[C:2]([C:35]#[C:34][Si:36]([CH:37]([CH3:39])[CH3:38])([CH:43]([CH3:45])[CH3:44])[CH:40]([CH3:42])[CH3:41])=[CH:3][C:4]4[C:16](=[O:17])[C:15]5[C:14]6[C:9](=[CH:10][C:11]([C:18]#[N:19])=[CH:12][CH:13]=6)[NH:8][C:7]=5[C:6]([CH3:21])([CH3:20])[C:5]=4[CH:22]=3)[CH2:29][CH2:28]2)[CH2:33][CH2:32][CH2:31]1 |f:3.4.5|. Reported procedure: Under nitrogen atmosphere, to the MeCN (8 ml) suspension of 9-bromo-8-(4-cyclobutyl-piperazin-1-yl)-6,6-dimethyl-11-oxo-6,11-dihydro-5H-benzo[b]carbazole-3-carbonitrile (Compound F4-10, 200 mg, 0.397 mmol), ethynyltriisopropylsilane (268 mg, 3.0 eq.), 2-dicyclohexylphosphino-2′,4′,6′-triisopropylbiphenyl (Xphos) (39 mg, 0.2 eq.), Pd(CH3CN)2Cl2 (11 mg, 0.1 eq.) and cesium carbonate (518 mg, 4.0 eq.) were added and the mixture was stirred and heated under reflux condition until the reaction is com... Reactants: BrC1=CC=C(C=C1)[C@@H](C\C(=N/O)\C1=CC(=NC=C1)C)C1=C(C=CC=C1)C ((E,R)-3-(4-bromophenyl)-1-(2-methylpyridin-4-yl)-3-o-tolylpropan-1-one oxime), N1=CN=CC(=C1)B(O)O (pyrimidine-5-boronic acid). The product is CC1=NC=CC(=C1)/C(/C[C@@H](C1=C(C=CC=C1)C)C1=CC=C(C=C1)C=1C=NC=NC1)=N/O ((E,R)-1-(2-Methyl-pyridin-4-yl)-3-(4-pyrimidin-5-yl-phenyl)-3-o-tolyl-propan-1-one oxime). As a reaction SMILES: Br[C:2]1[CH:7]=[CH:6][C:5]([C@H:8]([C:20]2[CH:25]=[CH:24][CH:23]=[CH:22][C:21]=2[CH3:26])[CH2:9]/[C:10](/[C:13]2[CH:18]=[CH:17][N:16]=[C:15]([CH3:19])[CH:14]=2)=[N:11]\[OH:12])=[CH:4][CH:3]=1.[N:27]1[CH:32]=[C:31](B(O)O)[CH:30]=[N:29][CH:28]=1>>[CH3:19][C:15]1[CH:14]=[C:13](/[C:10](=[N:11]/[OH:12])/[CH2:9][C@H:8]([C:5]2[CH:4]=[CH:3][C:2]([C:31]3[CH:32]=[N:27][CH:28]=[N:29][CH:30]=3)=[CH:7][CH:6]=2)[C:20]2[CH:25]=[CH:24][CH:23]=[CH:22][C:21]=2[CH3:26])[CH:18]=[CH:17][N:16]=1. Reported procedure: In analogy to example 22, from (E,R)-3-(4-bromophenyl)-1-(2-methylpyridin-4-yl)-3-o-tolylpropan-1-one oxime (example 142, step 1) and pyrimidine-5-boronic acid was prepared the title compound as a white foam, MS (ESI+): m/z=409.3 ([M+H]+).